This data is from the Open Reaction Database (ORD), a public repository of structured organic reaction records. The task is: describe an organic reaction: reactants, conditions, products, and yield Starting materials: CC(C)Oc1nc2cc(OC(C)(C)C)cc(C(O)CO)c2s1, C, O=S(=O)(Cl)Cl, c1ccncc1. The product is CC(C)Oc1nc2cc(OC(C)(C)C)cc(C(O)COS(C)(=O)=O)c2s1. Reaction SMILES: [C:7]([CH3:8])([CH3:9])([CH3:10])[O:11][c:12]1[cH:13][c:14]([CH:25]([CH2:26][OH:27])[OH:28])[c:15]2[c:16]([n:17][c:18]([O:20][CH:21]([CH3:22])[CH3:23])[s:19]2)[cH:24]1.[CH4:6].[S:1](=[O:2])(=[O:3])([Cl:4])[Cl:5].[cH:29]1[cH:30][cH:31][n:32][cH:33][cH:34]1>>[S:1](=[O:2])(=[O:3])([CH3:6])[O:27][CH2:26][CH:25]([c:14]1[cH:13][c:12]([O:11][C:7]([CH3:8])([CH3:9])[CH3:10])[cH:24][c:16]2[c:15]1[s:19][c:18]([O:20][CH:21]([CH3:22])[CH3:23])[n:17]2)[OH:28]. Starting materials: COC(=O)C1CC(O)C(C#N)C1, CO, ClCc1ccccc1, [Na+], O=C([O-])O. The product is COC(=O)C1CC(O)C(CN)C1. As a reaction SMILES: [CH3:1][O:2][C:3](=[O:4])[CH:5]1[CH2:6][CH:7]([C:11]#[N:12])[CH:8]([OH:10])[CH2:9]1.[CH3:21][OH:22].[Cl:13][CH2:14][c:15]1[cH:16][cH:17][cH:18][cH:19][cH:20]1.[Na+:27].[O-:23][C:24]([OH:25])=[O:26]>>[CH3:1][O:2][C:3](=[O:4])[CH:5]1[CH2:6][CH:7]([CH2:11][NH2:12])[CH:8]([OH:10])[CH2:9]1. Starting materials: CCN(C(C)C)C(C)C, Fc1cccnc1Cl, FC(F)(F)c1ccc(Nc2ncnc3c2CCNC3)cc1. Yields the product Fc1cccnc1N1CCc2c(ncnc2Nc2ccc(C(F)(F)F)cc2)C1. Reaction SMILES: [CH:30]([N:31]([CH2:32][CH3:33])[CH:34]([CH3:35])[CH3:36])([CH3:37])[CH3:38].[Cl:22][c:23]1[n:24][cH:25][cH:26][cH:27][c:28]1[F:29].[F:1][C:2]([c:3]1[cH:4][cH:5][c:6]([NH:9][c:10]2[c:11]3[c:12]([n:13][cH:14][n:15]2)[CH2:16][NH:17][CH2:18][CH2:19]3)[cH:7][cH:8]1)([F:20])[F:21]>>[F:1][C:2]([c:3]1[cH:4][cH:5][c:6]([NH:9][c:10]2[c:11]3[c:12]([n:13][cH:14][n:15]2)[CH2:16][N:17]([c:23]2[n:24][cH:25][cH:26][cH:27][c:28]2[F:29])[CH2:18][CH2:19]3)[cH:7][cH:8]1)([F:20])[F:21]. Starting materials: C(Br)(Br)(Br)Br (carbon tetrabromide), C1(=CC=CC=C1)P(C1=CC=CC=C1)C1=CC=CC=C1 (triphenylphosphine), BrC=1C=C(C=C(C1)C(F)(F)F)C(C)O ((±)-1-(3-bromo-5-(trifluoromethyl)phenyl)ethanol), C(Br)(Br)(Br)Br (carbon tetrabromide), C1(=CC=CC=C1)P(C1=CC=CC=C1)C1=CC=CC=C1 (triphenylphosphine). Run in CCCCC (pentane), O1CCCC1 (tetrahydrofuran). Reaction conditions: time 2 hour. The product is BrC1=CC(=CC(=C1)C(F)(F)F)C(C)Br ((±)-1-Bromo-3-(1-bromoethyl)-5-(trifluoromethyl)benzene). RXN SMILES: [Br:1][C:2]1[CH:3]=[C:4]([CH:12](O)[CH3:13])[CH:5]=[C:6]([C:8]([F:11])([F:10])[F:9])[CH:7]=1.C(Br)(Br)(Br)[Br:16].C1(P(C2C=CC=CC=2)C2C=CC=CC=2)C=CC=CC=1>O1CCCC1.CCCCC>[Br:1][C:2]1[CH:7]=[C:6]([C:8]([F:11])([F:10])[F:9])[CH:5]=[C:4]([CH:12]([Br:16])[CH3:13])[CH:3]=1. Reported procedure: To a solution of (±)-1-(3-bromo-5-(trifluoromethyl)phenyl)ethanol (390 mg, 1.45 mmol) and carbon tetrabromide (577 mg, 1.74 mmol) in tetrahydrofuran (2 mL) at 0° C. was added triphenylphosphine (456 mg, 1.74 mmol). The resulting solution was stirred at room temperature for 2 h. The reaction was treated with an additional portion of carbon tetrabromide (289 mg, 0.87 mmol)) and triphenylphosphine (228 mg, 0.87 mmol). The reaction was stirred at room temperature for 1 h, diluted with several volume... The reactants are CN1CCOCC1 (N-methylmorpholine), C(C)(C)(C)OC(=O)N1CCNCC1 (t-butyloxycarbonyl piperazine), N1=CC=C(C=C1)C(=O)O (4-pyridinecarboxylic acid), C(C(C)C)OC(=O)Cl (isobutylchloroformate). The solvent is C(Cl)Cl (CH2Cl2), CCOC(=O)C (EtOAc). Conditions: temperature -78 celsius, time 30 minute. Yields the product N1=CC=C(C=C1)C(=O)N1CCN(CC1)C(=O)OC(C)(C)C (1,1-dimethylethyl 4-(4pyridinylcarbonyl)-1-piperazinecarboxylate). Reaction SMILES: [N:1]1[CH:6]=[CH:5][C:4]([C:7]([OH:9])=O)=[CH:3][CH:2]=1.CN1CCOCC1.C(OC(Cl)=O)C(C)C.[C:25]([O:29][C:30]([N:32]1[CH2:37][CH2:36][NH:35][CH2:34][CH2:33]1)=[O:31])([CH3:28])([CH3:27])[CH3:26]>C(Cl)Cl.CCOC(C)=O>[N:1]1[CH:2]=[CH:3][C:4]([C:7]([N:35]2[CH2:34][CH2:33][N:32]([C:30]([O:29][C:25]([CH3:28])([CH3:27])[CH3:26])=[O:31])[CH2:37][CH2:36]2)=[O:9])=[CH:5][CH:6]=1. Procedure: A sample of 4-pyridinecarboxylic acid (1.32 g, 10.7 mmol) was dissolved in 50 mL of CH2Cl2. To this solution under N2 was added N-methylmorpholine (1.21 mL, 11.0 mmol) before it was cooled to -78° C. and isobutylchloroformate (1.39 mL, 10.7 mmol) was added. The reaction was allowed to warm to 0° C. and stirred at this temperature for 30 minutes before it was cooled again to -78° C. and t-butyloxycarbonyl piperazine (2.0 g, 10.7 mmol) was added. The mixture was allowed to warm to room temperature...